Dataset: the Open Reaction Database (ORD), a public repository of structured organic reaction records. Task: describe an organic reaction: reactants, conditions, products, and yield Reported procedure: The bromomethyl ketone derivative X (3.2 g, 7.93 mmol), an intermediate in Preparation 5, was dissolved in benzene (30 ml), Ag2CO3 (2.62 g, 1.2 Eq) and 2-hydroxypyridine (0.93 g, 1.2 Eq) were added, and the mixture was stirred under reflux at 80□ for 3 days. The reaction mixture was filtered through Celite, concentrated under reduced pressure, and purified by column chromatography to give 2-pyridinyloxymethyl ketone derivative (XIf) (466 mg, Yield 14%). As a reaction SMILES: Br[CH2:2][C:3]([CH2:5]Br)=[O:4].[OH:7][C:8]1[CH:13]=[CH:12][CH:11]=[CH:10][N:9]=1>C1C=CC=CC=1>[N:9]1[CH:10]=[CH:11][CH:12]=[CH:13][C:8]=1[O:7][CH2:2][C:3]([CH2:5][O:7][C:8]1[CH:13]=[CH:12][CH:11]=[CH:10][N:9]=1)=[O:4]. Starting materials: BrCC(=O)CBr (bromomethyl ketone), Ag2CO3, OC1=NC=CC=C1 (2-hydroxypyridine). Solvent: C1=CC=CC=C1 (benzene). The yield is 14.0%. The product is N1=C(C=CC=C1)OCC(=O)COC1=NC=CC=C1 (2-pyridinyloxymethyl ketone). Starting materials: O[C@@H]1CC2=CC[C@H]3[C@@H]4CC[C@@H]([C@@]4(C)CC[C@@H]3[C@]2(CC1)C)CCC=O (3-(3β-hydroxyandrost-5-en-17β-yl)propionaldehyde), Cl.Cl.CN(C(CON)C)C (2-dimethylaminopropoxyamine dihydrochloride). The product is CN(CCO\N=C\CC[C@@H]1[C@]2(C)[C@@H](CC1)[C@@H]1CC=C3C[C@H](CC[C@]3(C)[C@H]1CC2)O)C ((E)-17β[3-(2-dimethylaminoethoxyimino)propyl]-androst-5-en-3β-ol). As a reaction SMILES: [OH:1][C@H:2]1[CH2:19][CH2:18][C@@:17]2([CH3:20])[C:4](=[CH:5][CH2:6][C@@H:7]3[C@@H:16]2[CH2:15][CH2:14][C@@:12]2([CH3:13])[C@H:8]3[CH2:9][CH2:10][C@@H:11]2[CH2:21][CH2:22][CH:23]=O)[CH2:3]1.Cl.Cl.[CH3:27][N:28]([CH3:34])[CH:29](C)[CH2:30][O:31][NH2:32]>>[CH3:27][N:28]([CH3:34])[CH2:29][CH2:30][O:31]/[N:32]=[CH:23]/[CH2:22][CH2:21][C@H:11]1[CH2:10][CH2:9][C@H:8]2[C@H:7]3[C@H:16]([CH2:15][CH2:14][C@:12]12[CH3:13])[C@:17]1([CH3:20])[C:4]([CH2:3][C@@H:2]([OH:1])[CH2:19][CH2:18]1)=[CH:5][CH2:6]3 |f:1.2.3|. Procedure: The compound (I-k) (0.22 g) was obtained as a white solid, containing 10% of Z isomer from 0.30 g of 3-(3β-hydroxyandrost-5-en-17β-yl)propionaldehyde (prep. 4) and 2-dimethylaminopropoxyamine dihydrochloride using the same method as that described in Ex. 1. The reactants are CCOC(=O)c1cnc(S(=O)(=O)CC)nc1C, CN1CCC(CCCN)CC1, CCO. Yields the product CCOC(=O)c1cnc(NCCCC2CCN(C)CC2)nc1C. RXN SMILES: [CH2:1]([CH3:2])[O:3][C:4](=[O:5])[c:6]1[c:7]([CH3:17])[n:8][c:9]([S:12]([CH2:13][CH3:14])(=[O:15])=[O:16])[n:10][cH:11]1.[CH3:18][N:19]1[CH2:20][CH2:21][CH:22]([CH2:25][CH2:26][CH2:27][NH2:28])[CH2:23][CH2:24]1.[CH3:29][CH2:30][OH:31]>>[CH2:1]([CH3:2])[O:3][C:4](=[O:5])[c:6]1[c:7]([CH3:17])[n:8][c:9]([NH:28][CH2:27][CH2:26][CH2:25][CH:22]2[CH2:21][CH2:20][N:19]([CH3:18])[CH2:24][CH2:23]2)[n:10][cH:11]1. Starting materials: C(C)N(CC#CCN)CC (4-diethylamino-2-butynylamine), ClC(C(=O)Cl)(C1=CC=CC=C1)C1CCCCC1 (2-chloro-2-cyclohexyl-2-phenylacetyl chloride). The solvent is C1=CC=CC=C1 (benzene), C1=CC=CC=C1 (benzene). Reaction conditions: time 19.5 hour. The product is Cl.C(C)N(CC#CCNC(C(C1=CC=CC=C1)(C1CCCCC1)Cl)=O)CC (N-(4-diethylamino-2-butynyl)-2-chloro-2-cyclohexyl-2-phenylacetamide hydrochloride). The yield is 92.8%. As a reaction SMILES: [CH2:1]([N:3]([CH2:9][CH3:10])[CH2:4][C:5]#[C:6][CH2:7][NH2:8])[CH3:2].[Cl:11][C:12]([CH:22]1[CH2:27][CH2:26][CH2:25][CH2:24][CH2:23]1)([C:16]1[CH:21]=[CH:20][CH:19]=[CH:18][CH:17]=1)[C:13](Cl)=[O:14]>C1C=CC=CC=1>[ClH:11].[CH2:1]([N:3]([CH2:9][CH3:10])[CH2:4][C:5]#[C:6][CH2:7][NH:8][C:13](=[O:14])[C:12]([Cl:11])([CH:22]1[CH2:27][CH2:26][CH2:25][CH2:24][CH2:23]1)[C:16]1[CH:21]=[CH:20][CH:19]=[CH:18][CH:17]=1)[CH3:2] |f:3.4|. Reported procedure: A solution of 4-diethylamino-2-butynylamine (0.14 g) in benzene (2.5 ml) was added dropwise to a solution of 2-chloro-2-cyclohexyl-2-phenylacetyl chloride (0.27 g) in benzene (2.5 ml below 25° C. After being stirred at room temperature for 19.5 hours, the resulting precipitates were collected by filtration and recrystallized from a mixture of acetone and diethyl ether to give N-(4-diethylamino-2-butynyl)-2-chloro-2-cyclohexyl-2-phenylacetamide hydrochloride (0.19 g). Reactants: ClC=1C=C(C(=O)NC23CC4(CC(CC(C2)C4)C3)CO)C=CC1 (3-chloro-N-[3-(hydroxymethyl)-1-adamantyl]benzamide), C=1C=C[NH+]=CC1.[O-][Cr](=O)(=O)Cl (PCC). Run in C(Cl)Cl (DCM). Conditions: time 2 hour. The product is ClC=1C=C(C(=O)NC23CC4(CC(CC(C2)C4)C3)C=O)C=CC1 (3-chloro-N-(3-formyl-1-adamantyl)benzamide). Isolated yield 99.9%. As a reaction SMILES: [Cl:1][C:2]1[CH:3]=[C:4]([CH:20]=[CH:21][CH:22]=1)[C:5]([NH:7][C:8]12[CH2:17][CH:12]3[CH2:13][CH:14]([CH2:16][C:10]([CH2:18][OH:19])([CH2:11]3)[CH2:9]1)[CH2:15]2)=[O:6].C1C=C[NH+]=CC=1.[O-][Cr](Cl)(=O)=O>C(Cl)Cl>[Cl:1][C:2]1[CH:3]=[C:4]([CH:20]=[CH:21][CH:22]=1)[C:5]([NH:7][C:8]12[CH2:15][CH:14]3[CH2:13][CH:12]([CH2:11][C:10]([CH:18]=[O:19])([CH2:16]3)[CH2:9]1)[CH2:17]2)=[O:6] |f:1.2|. Reported procedure: To a solution of 3-chloro-N-[3-(hydroxymethyl)-1-adamantyl]benzamide (200 mg, 0.63 mmol) in DCM (15 mL) was added PCC (200 mg, 0.93 mmol) in one portion and the reaction mixture was stirred at room temperature for two hours. The reaction mixture was then filtered through a pad of silica gel and the filtrate was concentrated under reduced pressure to give 200 mg (100%) of crude title compound, 3-chloro-N-(3-formyl-1-adamantyl)benzamide, as a brown oil. ESI-MS m/z: 318 (M+H)+. RXN SMILES: [Cl:18][CH:19]([Cl:20])[Cl:21].[ClH:13].[NH2:1][CH2:2][CH:3]([CH2:4][OH:5])[CH2:6][c:7]1[cH:8][cH:9][cH:10][cH:11][cH:12]1.[S:14]([Cl:15])([Cl:16])=[O:17]>>[NH2:1][CH2:2][CH:3]([CH2:4][Cl:16])[CH2:6][c:7]1[cH:8][cH:9][cH:10][cH:11][cH:12]1. Starting materials: ClC(Cl)Cl, Cl, NCC(CO)Cc1ccccc1, O=S(Cl)Cl. The product is NCC(CCl)Cc1ccccc1. The reactants are CN(C)C=O, Cc1cc(C(=O)O)n(C)n1, O=S(Cl)Cl. Product: Cc1cc(C(=O)Cl)n(C)n1. Reaction SMILES: [CH3:15][N:16]([CH3:17])[CH:18]=[O:19].[CH3:5][n:6]1[n:7][c:8]([CH3:14])[cH:9][c:10]1[C:11](=[O:12])[OH:13].[S:1]([Cl:2])([Cl:3])=[O:4]>>[Cl:3][C:11]([c:10]1[n:6]([CH3:5])[n:7][c:8]([CH3:14])[cH:9]1)=[O:12]. The reactants are O.NN (hydrazine hydrate), C1(OCC(C)O1)=O (propylene carbonate), C1(OCC(C)O1)=O.NN (propylene carbonate hydrazine). The solvent is C1(=CC=CC=C1)C (toluene). Reaction conditions: temperature 90 celsius. Product: C1(OCC(C)O1)=O.O.NN (Propylene Carbonate Hydrazine Hydrate). As a reaction SMILES: O.[NH2:2][NH2:3].[C:4]1(=[O:10])[O:9][CH:7]([CH3:8])[CH2:6][O:5]1.C1(=O)OC(C)C[O:12]1.NN>C1(C)C=CC=CC=1>[C:4]1(=[O:10])[O:9][CH:7]([CH3:8])[CH2:6][O:5]1.[OH2:12].[NH2:2][NH2:3] |f:0.1,3.4,6.7.8|. Procedure: A mixture of 67.5 g of hydrazine hydrate (1.35 moles), 60 g of toluene and 290 g of propylene carbonate (2.8 moles) was heated to 90° C. for 2 hours. The water in the system was removed by azeotropic distillation with toluene under reduced pressure (water aspirator). The excess propylene carbonate (108 g) was removed by vacuum distillation to afford a mixture of the 1:1 and 2:1 propylene carbonate/hydrazine adducts. By calculation the product was present in an approximately 70/30 ratio on a mola...